This data is from the Open Reaction Database (ORD), a public repository of structured organic reaction records. The task is: describe an organic reaction: reactants, conditions, products, and yield The product is CCCCCCCCCc1ccc(C(=O)C2CCCCC2C(=O)O)cc1. Reaction SMILES: [Al+3:13].[CH:1]12[CH:2]([CH2:3][CH2:4][CH2:5][CH2:6]1)[C:7](=[O:8])[O:9][C:10]2=[O:11].[Cl-:12].[Cl-:14].[Cl-:15].[c:16]1([CH2:22][CH2:23][CH2:24][CH2:25][CH2:26][CH2:27][CH2:28][CH2:29][CH3:30])[cH:17][cH:18][cH:19][cH:20][cH:21]1>>[CH:1]1([C:10]([OH:9])=[O:11])[CH:2]([C:7](=[O:8])[c:19]2[cH:18][cH:17][c:16]([CH2:22][CH2:23][CH2:24][CH2:25][CH2:26][CH2:27][CH2:28][CH2:29][CH3:30])[cH:21][cH:20]2)[CH2:3][CH2:4][CH2:5][CH2:6]1. Starting materials: [Al+3], O=C1OC(=O)C2CCCCC12, [Cl-], [Cl-], [Cl-], CCCCCCCCCc1ccccc1. The reactants are C(C)(C)(C)[Si](OC1=CC=CC=2N(N=NC21)CC2=CC=C(C=C2)OC)(C)C (4-(tert-Butyl-dimethyl-silanyloxy)-1-(4-methoxy-benzyl)-1H-benzotriazole), [F-].[NH4+].[NH4+].[NH4+].[NH4+].[F-].[F-].[F-] (tetraammonium fluoride). Run in O1CCCC1 (tetrahydrofuran). Product: COC1=CC=C(CN2N=NC3=C2C=CC=C3O)C=C1 (1-(4-Methoxy-benzyl)-1H-benzotriazol-4-ol). As a reaction SMILES: C([Si](C)(C)[O:6][C:7]1[C:15]2[N:14]=[N:13][N:12]([CH2:16][C:17]3[CH:22]=[CH:21][C:20]([O:23][CH3:24])=[CH:19][CH:18]=3)[C:11]=2[CH:10]=[CH:9][CH:8]=1)(C)(C)C.[F-].[NH4+].[NH4+].[NH4+].[NH4+].[F-].[F-].[F-]>O1CCCC1>[CH3:24][O:23][C:20]1[CH:19]=[CH:18][C:17]([CH2:16][N:12]2[C:11]3[CH:10]=[CH:9][CH:8]=[C:7]([OH:6])[C:15]=3[N:14]=[N:13]2)=[CH:22][CH:21]=1 |f:1.2.3.4.5.6.7.8|. Reported procedure: To a solution of EXAMPLE 342B (2.59 g) in tetrahydrofuran (40 mL) was added tetraammonium fluoride (1M in tetrahydrofuran, 21.03 mL). The solution was mixed at room temperature for two hours. The solvent was removed under vacuum, the residue was taken up in ethyl acetate, and the solution was vacuum filtered over a pad of silica gel. The filtrate was concentrated and purified by flash column chromatography on silica gel using 35% ethyl acetate in hexanes. The solvent is Cl (HCl), C1CCOC1 (THF). Yield: 63.0%. Reactants: NC1=CC(=C(C(=O)OCC2CCN(CC2)C(=O)OC(C)(C)C)C=C1Cl)OC (1,1-dimethylethyl 4-[[(4-amino-5-chloro-2-methoxy-benzoyl)oxy]methyl]-1-piperidine-carboxylate), N (ammonia). RXN SMILES: [NH2:1][C:2]1[C:24]([Cl:25])=[CH:23][C:5]([C:6]([O:8][CH2:9][CH:10]2[CH2:15][CH2:14][N:13](C(OC(C)(C)C)=O)[CH2:12][CH2:11]2)=[O:7])=[C:4]([O:26][CH3:27])[CH:3]=1.N>Cl.C1COCC1>[NH2:1][C:2]1[C:24]([Cl:25])=[CH:23][C:5]([C:6]([O:8][CH2:9][CH:10]2[CH2:11][CH2:12][NH:13][CH2:14][CH2:15]2)=[O:7])=[C:4]([O:26][CH3:27])[CH:3]=1. Run at temperature 70 celsius, time 30 minute. Product: NC1=CC(=C(C(=O)OCC2CCNCC2)C=C1Cl)OC (4-piperidinylmethyl 4-amino-5-chloro-2-methoxybenzoate). Procedure details: A mixture of intermediate 10 (18 g) in HCl (25 ml) and THF (250 ml) was stirred for 30 minutes at 70° C. The reaction mixture was cooled, alkalized with aqueous ammonia and the layers were separated. The aqueous layer was extracted twice with THF. The combined organic layers were dried, filtered and the solvent was evaporated. The residue was purified by column chromatography over silica gel (cluent: CH2Cl2/(CH3OH/NH3) 90/10). The pure fractions were collected and the solvent was evaporated. The... The reactants are NC1=NC(=CN=C1)Cl (2-amino-6-chloropyrazine), C([O-])([O-])=O.[Na+].[Na+] (sodium carbonate), FC=1C=C(C=CC1)B(O)O (3-fluorophenyl boronic acid), aqueous solution. The reagents and catalysts are C=1C=CC(=CC1)[P](C=2C=CC=CC2)(C=3C=CC=CC3)[Pd]([P](C=4C=CC=CC4)(C=5C=CC=CC5)C=6C=CC=CC6)([P](C=7C=CC=CC7)(C=8C=CC=CC8)C=9C=CC=CC9)[P](C=1C=CC=CC1)(C=1C=CC=CC1)C=1C=CC=CC1 (tetrakis(triphenylphosphine)palladium). Run in C1(=CC=CC=C1)C (toluene), C(C)O (ethanol). Conditions: time 4 hour. Yields the product FC=1C=C(C=CC1)C1=CN=CC(=N1)N (6-(3-Fluorophenyl)pyrazin-2-amine). The yield is 95.6%. As a reaction SMILES: [NH2:1][C:2]1[CH:7]=[N:6][CH:5]=[C:4](Cl)[N:3]=1.[F:9][C:10]1[CH:11]=[C:12](B(O)O)[CH:13]=[CH:14][CH:15]=1.C(=O)([O-])[O-].[Na+].[Na+]>C1(C)C=CC=CC=1.C(O)C.C1C=CC([P]([Pd]([P](C2C=CC=CC=2)(C2C=CC=CC=2)C2C=CC=CC=2)([P](C2C=CC=CC=2)(C2C=CC=CC=2)C2C=CC=CC=2)[P](C2C=CC=CC=2)(C2C=CC=CC=2)C2C=CC=CC=2)(C2C=CC=CC=2)C2C=CC=CC=2)=CC=1>[F:9][C:10]1[CH:15]=[C:14]([C:4]2[N:3]=[C:2]([NH2:1])[CH:7]=[N:6][CH:5]=2)[CH:13]=[CH:12][CH:11]=1 |f:2.3.4,^1:38,40,59,78|. Procedure details: To a stirred solution of 2-amino-6-chloropyrazine (2.0 g, 15.43 mmol) in a mixture of toluene (90 mL) and ethanol (8.5 mL) was added 3-fluorophenyl boronic acid (2.60 g, 18.51 mmol) and a 2M aqueous solution of sodium carbonate (16.2 mL, 32.40 mmol). The mixture was subjected to three cycles of evacuation-backfilling with argon, and tetrakis(triphenylphosphine)palladium (0.713 g, 0.617 mmol) was added. The mixture was subjected again to three cycles of evacuation-backfilling with argon the flask... The reactants are C1CCOC1, COC(=O)C1CCN(C(=O)OC)C(CC2CCCCC2)C1, [Li+], [OH-], O. Product: COC(=O)N1CCC(C(=O)O)CC1CC1CCCCC1. As a reaction SMILES: [CH2:24]1[O:25][CH2:26][CH2:27][CH2:28]1.[CH:1]1([CH2:7][CH:8]2[N:9]([C:18](=[O:19])[O:20][CH3:21])[CH2:10][CH2:11][CH:12]([C:14](=[O:15])[O:16][CH3:17])[CH2:13]2)[CH2:2][CH2:3][CH2:4][CH2:5][CH2:6]1.[Li+:23].[OH-:22].[OH2:29]>>[CH:1]1([CH2:7][CH:8]2[N:9]([C:18](=[O:19])[O:20][CH3:21])[CH2:10][CH2:11][CH:12]([C:14](=[O:15])[OH:16])[CH2:13]2)[CH2:2][CH2:3][CH2:4][CH2:5][CH2:6]1. Starting materials: C=CCBr, CN(C)C=O, CCN(C(C)C)C(C)C, O=Cc1ncc[nH]1. Yields the product C=CCn1ccnc1C=O. As a reaction SMILES: [CH2:8]([CH:9]=[CH2:10])[Br:11].[CH3:21][N:22]([CH3:23])[CH:24]=[O:25].[CH:12]([N:13]([CH:14]([CH3:15])[CH3:16])[CH2:17][CH3:18])([CH3:19])[CH3:20].[nH:1]1[c:2]([CH:6]=[O:7])[n:3][cH:4][cH:5]1>>[n:1]1([CH2:10][CH:9]=[CH2:8])[c:2]([CH:6]=[O:7])[n:3][cH:4][cH:5]1. Reactants: BrC1=C(C=CC2=CC(=CC=C12)C#N)N(C(OC(C)(C)C)=O)CC=CCl (tert-butyl 1-bromo-6-cyano-2-naphthyl(3-chloro-2-propenyl)carbamate), CCCC[SnH](CCCC)CCCC (Bu3SnH), CC(C)(C#N)N=NC(C)(C)C#N (AIBN). Solvent: C1=CC=CC=C1 (benzene). Product: ClCC1CN(C=2C=CC3=C(C12)C=CC(=C3)C#N)C(=O)OC(C)(C)C (tert-butyl 1-(chloromethyl)-7-cyano-1,2-dihydro-3H-benzo[e]indole-3-carboxylate). Reaction SMILES: Br[C:2]1[C:11]2[C:6](=[CH:7][C:8]([C:12]#[N:13])=[CH:9][CH:10]=2)[CH:5]=[CH:4][C:3]=1[N:14]([CH2:22][CH:23]=[CH:24][Cl:25])[C:15](=[O:21])[O:16][C:17]([CH3:20])([CH3:19])[CH3:18].CCCC[SnH](CCCC)CCCC.CC(N=NC(C#N)(C)C)(C#N)C>C1C=CC=CC=1>[Cl:25][CH2:24][CH:23]1[C:2]2[C:11]3[CH:10]=[CH:9][C:8]([C:12]#[N:13])=[CH:7][C:6]=3[CH:5]=[CH:4][C:3]=2[N:14]([C:15]([O:16][C:17]([CH3:20])([CH3:19])[CH3:18])=[O:21])[CH2:22]1. Procedure details: A solution of 142 (6.78 g, 16.1 mmol) in dry benzene (80 mL) was treated with Bu3SnH (4.33 mL, 16.1 mmol), followed by AIBN (0.3 g, 1.8 mmol). The mixture was stirred at reflux under N2 for 2 h, then concentrated under reduced pressure, and the residue was chromatographed on silica gel. Elution with CH2Cl2 gave an oil that was triturated with iPr2O, to provide 143 contaminated with tert-butyl 7-cyano-1-methyl-1,2-dihydro-3H-benzo[e]indole-3-carboxylate. Two recrystallizations from CH2ClrPr2O gav... The reactants are N(=NC(=O)OC(C)C)C(=O)OC(C)C (diisopropyl azodicarboxylate), C(C=C)OC(=O)O[C@H](C)[C@@H]1[C@@H]2N(C(=C([C@@H]2C)CO)C(=O)OCC=C)C1=O (allyl (1S,5R,6S)-6-[1(R)-allyloxycarbonyloxy-ethyl]-2-hydroxymethyl-1-methyl-carbapen-2-em-3-carboxylate), C1(=CC=CC=C1)P(C1=CC=CC=C1)C1=CC=CC=C1 (triphenylphosphine), O=S1(C2=CC=C(C=C2C=2C=CC=CC2N1)CCO[Si](CC)(CC)CC)=O (9,9-dioxo-6-(2-triethylsilanyloxy-ethyl)-10H-9-thia-10-aza-phenanthrene). The solvent is O1CCCC1 (tetrahydrofuran), C(Cl)(Cl)Cl (chloroform). Reaction conditions: time 30 minute. Yields the product C(C=C)OC(=O)O[C@H](C)[C@@H]1[C@@H]2N(C(=C([C@@H]2C)CN2S(C3=CC=C(C=C3C=3C=CC=CC23)CCO[Si](CC)(CC)CC)(=O)=O)C(=O)OCC=C)C1=O (allyl (1S,5R,6S)-6-[1(R)-allyloxycarbonyloxy-ethyl]-2-[9,9-dioxo-6-(2-triethylsilanyloxy-ethyl)-10H-9-thia-10-aza-phenanthren-10-ylmethyl)-1-methyl-carbapen-2-em-3-carboxylate). RXN SMILES: [CH2:1]([O:4][C:5]([O:7][C@@H:8]([C@H:10]1[C:25](=[O:26])[N:12]2[C:13]([C:19]([O:21][CH2:22][CH:23]=[CH2:24])=[O:20])=[C:14]([CH2:17]O)[C@H:15]([CH3:16])[C@H:11]12)[CH3:9])=[O:6])[CH:2]=[CH2:3].C1(P(C2C=CC=CC=2)C2C=CC=CC=2)C=CC=CC=1.[O:46]=[S:47]1(=[O:71])[NH:60][C:59]2[CH:58]=[CH:57][CH:56]=[CH:55][C:54]=2[C:53]2[C:48]1=[CH:49][CH:50]=[C:51]([CH2:61][CH2:62][O:63][Si:64]([CH2:69][CH3:70])([CH2:67][CH3:68])[CH2:65][CH3:66])[CH:52]=2.N(C(OC(C)C)=O)=NC(OC(C)C)=O>O1CCCC1.C(Cl)(Cl)Cl>[CH2:1]([O:4][C:5]([O:7][C@@H:8]([C@H:10]1[C:25](=[O:26])[N:12]2[C:13]([C:19]([O:21][CH2:22][CH:23]=[CH2:24])=[O:20])=[C:14]([CH2:17][N:60]3[C:59]4[CH:58]=[CH:57][CH:56]=[CH:55][C:54]=4[C:53]4[C:48](=[CH:49][CH:50]=[C:51]([CH2:61][CH2:62][O:63][Si:64]([CH2:67][CH3:68])([CH2:69][CH3:70])[CH2:65][CH3:66])[CH:52]=4)[S:47]3(=[O:71])=[O:46])[C@H:15]([CH3:16])[C@H:11]12)[CH3:9])=[O:6])[CH:2]=[CH2:3]. Procedure: A solution of allyl (1S,5R,6S)-6-[1(R)-allyloxycarbonyloxy-ethyl]-2-hydroxymethyl-1-methyl-carbapen-2-em-3-carboxylate (365 mg, 1.0 mmol), triphenylphosphine (315 mg, 1.2 mmol), and 9,9-dioxo-6-(2-triethylsilanyloxy-ethyl)-10H-9-thia-10-aza-phenanthrene (429 mg, 1.1 mmol) in anhydrous tetrahydrofuran (7.3 mL) is cooled in an ice-bath and stirred under a nitrogen atmosphere while diisopropyl azodicarboxylate (0.24 mL, 1.2 mmol) is added dropwise over a few minutes. The resulting solution is stirr... Reactants: C1(C=2C(C(N1CCO[C@@H]1C[C@H]3CC[C@H]4[C@]5(CC[C@@H]([C@@]5(C)CC[C@@H]4[C@]3(CC1)C)C1=COC=C1)O)=O)=CC=CC2)=O (3β-(2-phthalimidoethoxy)-17β-(3-furyl)-5β-androstan-14β-ol), O.NN (hydrazine hydrate), O (water). The solvent is C(C)O (ethanol). Yields the product NCCO[C@@H]1C[C@H]2CC[C@H]3[C@]4(CC[C@@H]([C@@]4(C)CC[C@@H]3[C@]2(CC1)C)C1=COC=C1)O (3β-(2-Aminoethoxy)-17β-(3-furyl)-5β-androstan-14β-ol). Isolated yield 92.7%. RXN SMILES: C1(=O)[N:5]([CH2:6][CH2:7][O:8][C@H:9]2[CH2:26][CH2:25][C@@:24]3([CH3:27])[C@H:11]([CH2:12][CH2:13][C@@H:14]4[C@@H:23]3[CH2:22][CH2:21][C@@:19]3([CH3:20])[C@:15]4([OH:33])[CH2:16][CH2:17][C@@H:18]3[C:28]3[CH:32]=[CH:31][O:30][CH:29]=3)[CH2:10]2)C(=O)C2=CC=CC=C12.O.NN.O>C(O)C>[NH2:5][CH2:6][CH2:7][O:8][C@H:9]1[CH2:26][CH2:25][C@@:24]2([CH3:27])[C@H:11]([CH2:12][CH2:13][C@@H:14]3[C@@H:23]2[CH2:22][CH2:21][C@@:19]2([CH3:20])[C@:15]3([OH:33])[CH2:16][CH2:17][C@@H:18]2[C:28]2[CH:32]=[CH:31][O:30][CH:29]=2)[CH2:10]1 |f:1.2|. Procedure: To a solution of 0.50 g of 3β-(2-phthalimidoethoxy)-17β-(3-furyl)-5β-androstan-14β-ol in 50 ml of ethanol (96%) 0.19 g of hydrazine hydrate were added at room temperature. The mixture was kept at reflux for 4 hrs, then 10 ml of water were added and the ethanol distilled under reduced pressure. The residue was extracted with methylene chloride, the organic solution was washed with water, dried over anhydrous sodium sulfate and evaporated to dryness under reduced pressure. The crude residue was pu... The product is O=CNc1ccc(C=O)cc1[N+](=O)[O-]. The reactants are CC(=O)OC(C)=O, O=CO, Nc1ccc(C=O)cc1[N+](=O)[O-], O. As a reaction SMILES: [CH3:16][C:17]([O:18][C:19](=[O:20])[CH3:21])=[O:22].[CH:1](=[O:2])[OH:3].[N+:4](=[O:5])([O-:6])[c:7]1[cH:8][c:9]([CH:10]=[O:11])[cH:12][cH:13][c:14]1[NH2:15].[OH2:23]>>[CH:1](=[O:3])[NH:15][c:14]1[c:7]([N+:4](=[O:5])[O-:6])[cH:8][c:9]([CH:10]=[O:11])[cH:12][cH:13]1.